This data is from the Open Reaction Database (ORD), a public repository of structured organic reaction records. The task is: describe an organic reaction: reactants, conditions, products, and yield The reactants are CN, Cc1ccc(S(=O)(=O)[O-])c(CCCCCCC(F)(F)C(F)(F)C(F)(F)C(F)(F)C(F)(F)C(F)(F)C(F)(F)C(F)(F)F)c1, C1CCOC1. Product: CNCCCCCCC(F)(F)C(F)(F)C(F)(F)C(F)(F)C(F)(F)C(F)(F)C(F)(F)C(F)(F)F. RXN SMILES: [CH3:1][NH2:2].[F:3][C:4]([CH2:5][CH2:6][CH2:7][CH2:8][CH2:9][CH2:10][c:11]1[cH:12][c:13]([CH3:14])[cH:15][cH:16][c:17]1[S:18](=[O:19])(=[O:20])[O-:21])([C:22]([C:23]([C:24]([C:25]([C:26]([C:27]([C:28]([F:29])([F:30])[F:31])([F:32])[F:33])([F:34])[F:35])([F:36])[F:37])([F:38])[F:39])([F:40])[F:41])([F:42])[F:43])[F:44].[O:45]1[CH2:46][CH2:47][CH2:48][CH2:49]1>>[CH3:1][NH:2][CH2:10][CH2:9][CH2:8][CH2:7][CH2:6][CH2:5][C:4]([F:3])([C:22]([C:23]([C:24]([C:25]([C:26]([C:27]([C:28]([F:29])([F:30])[F:31])([F:32])[F:33])([F:34])[F:35])([F:36])[F:37])([F:38])[F:39])([F:40])[F:41])([F:42])[F:43])[F:44]. Reaction SMILES: [CH2:1]([CH3:2])[O:3][C:4](=[O:5])[CH:6]1[O:7][CH:8]1[c:9]1[cH:10][cH:11][cH:12][c:13]2[cH:14][cH:15][cH:16][cH:17][c:18]12.[CH3:24][CH2:25][OH:26].[H:19][H:20].[OH-:21].[OH-:23].[Pd+2:22]>>[CH2:1]([CH3:2])[O:3][C:4](=[O:5])[CH:6]([OH:7])[CH2:8][c:9]1[cH:10][cH:11][cH:12][c:13]2[cH:14][cH:15][cH:16][cH:17][c:18]12. Yields the product CCOC(=O)C(O)Cc1cccc2ccccc12. The reactants are CCOC(=O)C1OC1c1cccc2ccccc12, CCO, [H][H], [OH-], [OH-], [Pd+2]. Starting materials: C(C)(=O)NC(C(=O)[O-])C#N (acetoamidocyanoacetate), Cl (HCl), C1(=CC=CC=C1)C (toluene), C1(=CC=CC=C1)C (toluene), COC=1C=CC(=CC1)P2(=S)SP(=S)(S2)C=3C=CC(=CC3)OC (Lawesson's reagent). Run in CO (methanol). Run at temperature 70 celsius, time 16 hour. The product is C(C)OC(=O)C=1N=C(SC1N)C (5-Amino-2-methyl-thiazole-4-carboxylic acid ethyl ester). Reaction SMILES: [C:1]([NH:4][CH:5]([C:9]#[N:10])[C:6]([O-:8])=[O:7])(=O)[CH3:2].[C:11]1([CH3:17])C=CC=CC=1.COC1C=CC(P2(SP(C3C=CC(OC)=CC=3)(=S)S2)=[S:27])=CC=1.Cl>CO>[CH2:11]([O:8][C:6]([C:5]1[N:4]=[C:1]([CH3:2])[S:27][C:9]=1[NH2:10])=[O:7])[CH3:17]. Procedure details: Add acetoamidocyanoacetate (1000 g, 5.88 mol) to a 22 L 3-necked RB flask equipped with reflux condenser, thermometer, mechanical stirrer then add toluene (12L). Add to this suspension at RT Lawesson's reagent (1187 g, 2.93 mol). Stir the resulting yellow slurry at 70° C. for 16 h, cool to RT. Pour the top yellow solution away from the gummy material on the bottom of the flask into a separation funnel. Add 1N HCl solution (2.5L) and TBEA (2.5L) and stir the mixture. After 15 min., combine the bi... Starting materials: CC(C)O, CC(C)=O, COC(=O)C#CC(O[Si](C)(C)C)c1ccc(C(F)(F)F)cc1. The product is O=Cc1ccc(C(F)(F)F)cc1. RXN SMILES: [CH3:23][CH:24]([OH:25])[CH3:26].[CH3:27][C:28](=[O:29])[CH3:30].[F:1][C:2]([c:3]1[cH:4][cH:5][c:6]([CH:9]([C:14]#[C:15][C:17]([O:18][CH3:19])=[O:20])[O:16][Si:10]([CH3:11])([CH3:12])[CH3:13])[cH:7][cH:8]1)([F:21])[F:22]>>[F:1][C:2]([c:3]1[cH:4][cH:5][c:6]([CH:9]=[O:16])[cH:7][cH:8]1)([F:21])[F:22]. Reactants: O=C1NC(=O)C(=Cc2cnn3c(SCc4ccccc4)cc(Nc4cccc(Cl)c4)nc23)N1, O=C(OO)c1cccc(Cl)c1, ClCCl. Product: O=C1NC(=O)C(=Cc2cnn3c(S(=O)Cc4ccccc4)cc(Nc4cccc(Cl)c4)nc23)N1. Reaction SMILES: [CH2:1]([c:2]1[cH:3][cH:4][cH:5][cH:6][cH:7]1)[S:8][c:9]1[cH:10][c:11]([NH:26][c:27]2[cH:28][c:29]([Cl:33])[cH:30][cH:31][cH:32]2)[n:12][c:13]2[n:14]1[n:15][cH:16][c:17]2[CH:18]=[C:19]1[C:20](=[O:25])[NH:21][C:22](=[O:24])[NH:23]1.[Cl:34][c:35]1[cH:36][cH:37][cH:38][c:39]([C:40]([O:41][OH:43])=[O:42])[cH:44]1.[Cl:45][CH2:46][Cl:47]>>[CH2:1]([c:2]1[cH:3][cH:4][cH:5][cH:6][cH:7]1)[S:8]([c:9]1[cH:10][c:11]([NH:26][c:27]2[cH:28][c:29]([Cl:33])[cH:30][cH:31][cH:32]2)[n:12][c:13]2[n:14]1[n:15][cH:16][c:17]2[CH:18]=[C:19]1[C:20](=[O:25])[NH:21][C:22](=[O:24])[NH:23]1)=[O:42]. The reactants are CCCCCCCCCCOc1csc(-c2ccc([N+](=O)[O-])cc2)c1OCCCCCCCCCC, CCCCCC, CCO, NN, O, [Pt]. The product is CCCCCCCCCCOc1csc(-c2ccc(N)cc2)c1OCCCCCCCCCC. As a reaction SMILES: [CH2:1]([CH2:2][CH2:3][CH2:4][CH2:5][CH2:6][CH2:7][CH2:8][CH2:9][CH3:10])[O:11][c:12]1[c:13](-[c:28]2[cH:29][cH:30][c:31]([N+:34]([O-:35])=[O:36])[cH:32][cH:33]2)[s:14][cH:15][c:16]1[O:17][CH2:18][CH2:19][CH2:20][CH2:21][CH2:22][CH2:23][CH2:24][CH2:25][CH2:26][CH3:27].[CH3:40][CH2:41][CH2:42][CH2:43][CH2:44][CH3:45].[CH3:46][CH2:47][OH:48].[NH2:38][NH2:39].[OH2:37].[Pt:49]>>[CH2:1]([CH2:2][CH2:3][CH2:4][CH2:5][CH2:6][CH2:7][CH2:8][CH2:9][CH3:10])[O:11][c:12]1[c:13](-[c:28]2[cH:29][cH:30][c:31]([NH2:34])[cH:32][cH:33]2)[s:14][cH:15][c:16]1[O:17][CH2:18][CH2:19][CH2:20][CH2:21][CH2:22][CH2:23][CH2:24][CH2:25][CH2:26][CH3:27]. Starting materials: C(C)Br (Ethyl bromide), FC(C(=O)O)(F)F.N1C[C@H](CC1)C(=O)OCC1=CC=CC=C1 (benzyl (S)-pyrrolidine-3-carboxylate trifluoroacetic acid salt), FC(C(=O)O)(F)F.N1C[C@H](CC1)C(=O)OCC1=CC=CC=C1 (benzyl (S)-pyrrolidine-3-carboxylate trifluoroacetic acid salt), C([O-])([O-])=O.[K+].[K+] (potassium carbonate), CN(C)C=O (DMF), C(C)Br (ethyl bromide), resultant mixture, C(C)Br (ethyl bromide). Run in O (water). Run at time 25 hour. The product is C(C)N1C[C@H](CC1)C(=O)OCC1=CC=CC=C1 (benzyl (S)-1-ethylpyrrolidine-3-carboxylate). As a reaction SMILES: [CH2:1](Br)[CH3:2].FC(F)(F)C(O)=O.[NH:11]1[CH2:15][CH2:14][C@H:13]([C:16]([O:18][CH2:19][C:20]2[CH:25]=[CH:24][CH:23]=[CH:22][CH:21]=2)=[O:17])[CH2:12]1.C(=O)([O-])[O-].[K+].[K+].CN(C=O)C>O>[CH2:1]([N:11]1[CH2:15][CH2:14][C@H:13]([C:16]([O:18][CH2:19][C:20]2[CH:25]=[CH:24][CH:23]=[CH:22][CH:21]=2)=[O:17])[CH2:12]1)[CH3:2] |f:1.2,3.4.5|. Procedure: Ethyl bromide (0.21 mL) was added to a mixture of benzyl (S)-pyrrolidine-3-carboxylate trifluoroacetic acid salt (Intermediate 191, 0.897 g), potassium carbonate (0.971 g) and DMF (10 mL) at room temperature and the mixture was stirred for 25 hours. Further ethyl bromide (0.11 mL) was added and stirring was continued for 24 hours. Further ethyl bromide (0.05 mL) was added and stirring was continued for 22 hours. The resultant mixture was diluted with water and extracted with diethyl ether, washe...